describe an organic reaction: reactants, conditions, products, and yield From a dataset of the Open Reaction Database (ORD), a public repository of structured organic reaction records. Reactants: C(C1=CC=CC=C1)=O (benzaldehyde), C1(CCCCO1)=O (δ-valerolactone). Yields the product OC(C1=CC=CC=C1)C1C(=O)OCCC1 (2-(1-hydroxy-1-phenylmethyl)-δ-valerolactone). RXN SMILES: [CH:1](=[O:8])[C:2]1[CH:7]=[CH:6][CH:5]=[CH:4][CH:3]=1.[C:9]1(=[O:15])[O:14][CH2:13][CH2:12][CH2:11][CH2:10]1>>[OH:8][CH:1]([CH:10]1[CH2:11][CH2:12][CH2:13][O:14][C:9]1=[O:15])[C:2]1[CH:7]=[CH:6][CH:5]=[CH:4][CH:3]=1. Procedure: Employing a procedure which is similar to that described in Example I, benzaldehyde is reacted with δ-valerolactone to produce 2-(1-hydroxy-1-phenylmethyl)-δ-valerolactone. ##STR8## The reactants are O=C1NC(=O)c2ccccc21, CN(C)C=O, OCCOCCOCCCl, [K], CCOC(=O)C1=C(COCCOCCN)NC(C)=C(C(=O)OC)C1c1cccc(Cl)c1Cl. Reaction SMILES: [C:43]1(=[O:53])[c:44]2[c:45]([cH:49][cH:50][cH:51][cH:52]2)[C:46](=[O:48])[NH:47]1.[CH3:55][N:56]([CH3:57])[CH:58]=[O:59].[Cl:33][CH2:34][CH2:35][O:36][CH2:37][CH2:38][O:39][CH2:40][CH2:41][OH:42].[K:54].[NH2:1][CH2:2][CH2:3][O:4][CH2:5][CH2:6][O:7][CH2:8][C:9]1=[C:27]([C:28]([O:29][CH2:30][CH3:31])=[O:32])[CH:18]([c:19]2[cH:20][cH:21][cH:22][c:23]([Cl:24])[c:25]2[Cl:26])[C:13]([C:14]([O:15][CH3:16])=[O:17])=[C:11]([CH3:12])[NH:10]1>>[CH2:34]([CH2:35][O:36][CH2:37][CH2:38][O:39][CH2:40][CH2:41][OH:42])[N:47]1[C:43](=[O:53])[c:44]2[c:45]([cH:49][cH:50][cH:51][cH:52]2)[C:46]1=[O:48]. The product is O=C1c2ccccc2C(=O)N1CCOCCOCCO. Starting materials: pivaloyl, ClC=1C2=C(N=C(N1)NC(C(C)(C)C)=O)N(C=C2C#CCN(CC(C)C)CC(C)C)CC2=NC=C(C(=C2C)OC)C (N-[4-chloro-5-(3-diisobutylamino-prop-1-ynyl)-7-(4-methoxy-3,5-dimethyl-pyridin-2-ylmethyl)-7H-pyrrolo[2,3-d]pyrimidin-2-yl]-2,2-dimethyl-propionamide). The reagents and catalysts are [Cl-].[Cl-].[Zn+2] (ZnCl2). Product: ClC=1C2=C(N=C(N1)N)N(C=C2C#CCN(CC(C)C)CC(C)C)CC2=NC=C(C(=C2C)OC)C (4-Chloro-5-(3-diisobutylamino-prop-1-ynyl)-7-(4-methoxy-3,5-dimethyl-pyridin-2-ylmethyl)-7H-pyrrolo[2,3-d]pyrimidin-2-ylamine). RXN SMILES: [Cl:1][C:2]1[C:3]2[C:17]([C:18]#[C:19][CH2:20][N:21]([CH2:26][CH:27]([CH3:29])[CH3:28])[CH2:22][CH:23]([CH3:25])[CH3:24])=[CH:16][N:15]([CH2:30][C:31]3[C:36]([CH3:37])=[C:35]([O:38][CH3:39])[C:34]([CH3:40])=[CH:33][N:32]=3)[C:4]=2[N:5]=[C:6]([NH:8]C(=O)C(C)(C)C)[N:7]=1>[Cl-].[Cl-].[Zn+2]>[Cl:1][C:2]1[C:3]2[C:17]([C:18]#[C:19][CH2:20][N:21]([CH2:26][CH:27]([CH3:29])[CH3:28])[CH2:22][CH:23]([CH3:25])[CH3:24])=[CH:16][N:15]([CH2:30][C:31]3[C:36]([CH3:37])=[C:35]([O:38][CH3:39])[C:34]([CH3:40])=[CH:33][N:32]=3)[C:4]=2[N:5]=[C:6]([NH2:8])[N:7]=1 |f:1.2.3|. Reported procedure: The title compound was prepared by cleaving the pivaloyl protecting group of N-[4-chloro-5-(3-diisobutylamino-prop-1-ynyl)-7-(4-methoxy-3,5-dimethyl-pyridin-2-ylmethyl)-7H-pyrrolo[2,3-d]pyrimidin-2-yl]-2,2-dimethyl-propionamide with ZnCl2 according to the General Procedure B. tR: 5.23 min. 1H-NMR (CDCl3) δ 8.23 (s, 1H), 7.08 (s, 1H), 5.31 (s, 2H), 4.99 (s, 1H), 3.76 (s, 3H), 3.56 (s, 2H), 2.29 (s, 31H), 2.27 (d, 4H), 2.21 (s, 31H), 1.74 (m, 2H), 0.90 (d, 12H).